Task: describe an organic reaction: reactants, conditions, products, and yield. Dataset: the Open Reaction Database (ORD), a public repository of structured organic reaction records Reactants: BrCC(OCC)=NC1=C(C(=O)C2=CC=CC=C2)C=C(C=C1)Cl (2-(2-bromo-1-ethoxyethylideneamino)-5-chlorobenzophenone), [N-]=[N+]=[N-].[Na+] (sodium azide), ice water. Solvent: CN(C=O)C (dimethylformamide). Run at temperature 80 celsius. Product: N(=[N+]=[N-])CC(OCC)=NC1=C(C(=O)C2=CC=CC=C2)C=C(C=C1)Cl (2-(2-azido-1-ethoxyethylideneamino)-5-chlorobenzophenone). RXN SMILES: Br[CH2:2][C:3](=[N:7][C:8]1[CH:21]=[CH:20][C:19]([Cl:22])=[CH:18][C:9]=1[C:10]([C:12]1[CH:17]=[CH:16][CH:15]=[CH:14][CH:13]=1)=[O:11])[O:4][CH2:5][CH3:6].[N-:23]=[N+:24]=[N-:25].[Na+]>CN(C)C=O>[N:23]([CH2:2][C:3](=[N:7][C:8]1[CH:21]=[CH:20][C:19]([Cl:22])=[CH:18][C:9]=1[C:10]([C:12]1[CH:17]=[CH:16][CH:15]=[CH:14][CH:13]=1)=[O:11])[O:4][CH2:5][CH3:6])=[N+:24]=[N-:25] |f:1.2|. Procedure details: to a solution of 3.8 parts of 2-(2-bromo-1-ethoxyethylideneamino)-5-chlorobenzophenone produced in Step (1) in 30 parts by volume of dimethylformamide is added 0.72 part of sodium azide. The mixture is heated at 80° C. for 10 minutes, and is poured into 60 parts by volume of ice water. The resulting oily precipitate is extracted with ethyl acetate. Ethyl acetate layer is washed with water and dried over anhydrous sodium sulfate. After evaporation of the solvent, 2-(2-azido-1-ethoxyethylideneamin... The reactants are N1=C(C=CC=C1)C1(CCC2(OCCO2)CC1)O (8-Pyridin-2-yl-1,4-dioxaspiro[4.5]decan-8-ol), Cl (hydrochloric acid). Solvent: O1CCCC1 (tetrahydrofuran). Conditions: time 8 hour. Yields the product OC1(CCC(CC1)=O)C1=NC=CC=C1 (4-hydroxy-4-pyridin-2-ylcyclohexanone). Isolated yield 91.4%. Reaction SMILES: [N:1]1[CH:6]=[CH:5][CH:4]=[CH:3][C:2]=1[C:7]1([OH:17])[CH2:16][CH2:15][C:10]2(OCC[O:11]2)[CH2:9][CH2:8]1.Cl>O1CCCC1>[OH:17][C:7]1([C:2]2[CH:3]=[CH:4][CH:5]=[CH:6][N:1]=2)[CH2:8][CH2:9][C:10](=[O:11])[CH2:15][CH2:16]1. Procedure details: 8-Pyridin-2-yl-1,4-dioxaspiro[4.5]decan-8-ol (1.44 g) was dissolved in tetrahydrofuran (25 ml). 2M hydrochloric acid (25 ml) was added and the solution stirred at room temperature overnight. The THF was removed in vacuo and remaining solution made basic with 2M aqueous sodium hydroxide and partitioned with dichloromethane (2×100 ml). Combined organics were dried (sodium sulphate) and concentrated in vacuo to give 4-hydroxy-4-pyridin-2-ylcyclohexanone as an off-white solid (1.07 g, 92%). Reactants: CCOC(=O)c1ccccc1N(CCCl)CCCl, Cl. Product: O=C(O)c1ccccc1N(CCCl)CCCl. RXN SMILES: [Cl:1][CH2:2][CH2:3][N:4]([CH2:5][CH2:6][Cl:7])[c:8]1[c:9]([C:10](=[O:11])[O:12][CH2:13][CH3:14])[cH:15][cH:16][cH:17][cH:18]1.[ClH:19]>>[Cl:1][CH2:2][CH2:3][N:4]([CH2:5][CH2:6][Cl:7])[c:8]1[c:9]([C:10](=[O:11])[OH:12])[cH:15][cH:16][cH:17][cH:18]1. As a reaction SMILES: C[C@@H](N)C(O)C1C=CC=CC=1.Cl.[BH4-].[Na+].[Cl:15][C:16]1[CH:21]=[C:20]([Cl:22])[CH:19]=[CH:18][C:17]=1[CH:23]=[C:24]([N:31]1[CH:35]=[N:34][CH:33]=[N:32]1)[C:25](=[O:30])[C:26]([CH3:29])([CH3:28])[CH3:27].[N+]([O-])(O)=O>ClC1C=CC=CC=1.CN(C)C=O>[Cl:15][C:16]1[CH:21]=[C:20]([Cl:22])[CH:19]=[CH:18][C:17]=1[CH:23]=[C:24]([N:31]1[CH:35]=[N:34][CH:33]=[N:32]1)[CH:25]([OH:30])[C:26]([CH3:27])([CH3:28])[CH3:29] |f:0.1,2.3|. Reaction conditions: time 10 hour. Procedure details: To d-norephedrine hydrochloride (832 g) and monochlorobenzene (2,343 g), a dimethylformamide solution of sodium borohydride (166 g) was added, and the resultant mixture was stirred at a temperature of 20° to 30° C. for 1 hour. A monochlorobenzene solution of the E isomer of 1-(2,4-dichlorophenyl)-2-(1,2,4-triazol-1-yl)-4,4-dimethyl1-penten-3-one (991 g) was added thereto, followed by stirring at the same temperature as above for 10 hours. The reaction mixture was treated with dilute nitric acid.... Yields the product ClC1=C(C=CC(=C1)Cl)C=C(C(C(C)(C)C)O)N1N=CN=C1 (1-(2,4-dichlorophenyl)-2-(1,2,4-triazol-1-yl)-4,4-dimethyl-1-penten-3-ol). Starting materials: [N+](=O)(O)[O-] (nitric acid), ClC1=C(C=CC(=C1)Cl)C=C(C(C(C)(C)C)=O)N1N=CN=C1 (1-(2,4-dichlorophenyl)-2-(1,2,4-triazol-1-yl)-4,4-dimethyl1-penten-3-one), C[C@H](C(C1=CC=CC=C1)O)N.Cl (d-norephedrine hydrochloride), [BH4-].[Na+] (sodium borohydride), resultant mixture. Yield: 100.3%. Run in ClC1=CC=CC=C1 (monochlorobenzene), CN(C=O)C (dimethylformamide), ClC1=CC=CC=C1 (monochlorobenzene). Starting materials: Heterocyclic, NC1=NC=C(C=C1[N+](=O)[O-])Br (2-amino-5-bromo-3-nitropyridine), [Cl-].[Li+] (lithium chloride). Yields the product BrC=1C=C(C(=NC1)Cl)[N+](=O)[O-] (5-Bromo-2-chloro-3-nitropyridine), required product. Reaction SMILES: N[C:2]1[C:7]([N+:8]([O-:10])=[O:9])=[CH:6][C:5]([Br:11])=[CH:4][N:3]=1.[Cl-:12].[Li+]>>[Br:11][C:5]1[CH:6]=[C:7]([N+:8]([O-:10])=[O:9])[C:2]([Cl:12])=[N:3][CH:4]=1 |f:1.2|. Reported procedure: 5-Bromo-2-chloro-3-nitropyridine was prepared according the method described by K. Jouve and J. Bergman, J. Heterocyclic Chem., 40, 261 (2003) from 2-amino-5-bromo-3-nitropyridine except that one equivalent of lithium chloride was added and the yield was improved to 84%. The required product gave the characterising data:—1H NMR Spectrum: (CDCl3) 8.70 (1H, d); 8.37 (1H, d). The reactants are ClB(Cl)Cl, O=C([O-])O, ClCCl, COC(=O)C(=NO)c1nc(N)sc1F, [Na+], C1CCOC1. Yields the product Nc1nc(C(=NO)C(=O)O)c(F)s1. As a reaction SMILES: [B:15]([Cl:16])([Cl:17])[Cl:18].[C:24](=[O:25])([OH:26])[O-:27].[Cl:29][CH2:30][Cl:31].[NH2:1][c:2]1[s:3][c:4]([F:14])[c:5]([C:7]([C:8](=[O:9])[O:10][CH3:11])=[N:12][OH:13])[n:6]1.[Na+:28].[O:19]1[CH2:20][CH2:21][CH2:22][CH2:23]1>>[NH2:1][c:2]1[s:3][c:4]([F:14])[c:5]([C:7]([C:8](=[O:9])[OH:10])=[N:12][OH:13])[n:6]1. Reactants: O=C(Cl)OCc1ccccc1, NC(CCCC(=O)O)C(=O)O, [Na+], [Na+], O=C([O-])[O-]. Yields the product O=C(O)CCCC(NC(=O)OCc1ccccc1)C(=O)O. RXN SMILES: [Cl:1][C:2](=[O:3])[O:4][CH2:5][c:6]1[cH:7][cH:8][cH:9][cH:10][cH:11]1.[NH2:12][CH:13]([C:14](=[O:15])[OH:16])[CH2:17][CH2:18][CH2:19][C:20](=[O:21])[OH:22].[Na+:23].[Na+:24].[O-:25][C:26](=[O:27])[O-:28]>>[C:2](=[O:3])([O:4][CH2:5][c:6]1[cH:7][cH:8][cH:9][cH:10][cH:11]1)[NH:12][CH:13]([C:14](=[O:15])[OH:16])[CH2:17][CH2:18][CH2:19][C:20](=[O:21])[OH:22].